This data is from the Open Reaction Database (ORD), a public repository of structured organic reaction records. The task is: describe an organic reaction: reactants, conditions, products, and yield Reactants: ClC1=CC=C(C=C1)NC(C1=C(C=CC(=C1)Cl)NC(=O)C=1SC(=CC1Cl)CO)=O (N-(4-chlorophenyl)-2-[((5-hydroxymethyl-3-chlorothiophen-2-yl)carbonyl)amino]-5-chlorobenzamide), [Cr](=O)(=O)([O-])O[Cr](=O)(=O)[O-].[NH+]1=CC=CC=C1.[NH+]1=CC=CC=C1 (pyridinium dichromate), O (water). Run in CN(C)C=O (DMF). Run at time 20 hour. The product is ClC1=CC=C(C=C1)NC(C1=C(C=CC(=C1)Cl)NC(=O)C=1SC(=CC1Cl)C=O)=O (N-(4-chlorophenyl)-2-[((5-formyl-3-chlorothiophen-2-yl)carbonyl)amino]-5-chlorobenzamide). The yield is 40.6%. Reaction SMILES: [Cl:1][C:2]1[CH:7]=[CH:6][C:5]([NH:8][C:9](=[O:28])[C:10]2[CH:15]=[C:14]([Cl:16])[CH:13]=[CH:12][C:11]=2[NH:17][C:18]([C:20]2[S:21][C:22]([CH2:26][OH:27])=[CH:23][C:24]=2[Cl:25])=[O:19])=[CH:4][CH:3]=1.[Cr](O[Cr]([O-])(=O)=O)([O-])(=O)=O.[NH+]1C=CC=CC=1.[NH+]1C=CC=CC=1.O>CN(C=O)C>[Cl:1][C:2]1[CH:3]=[CH:4][C:5]([NH:8][C:9](=[O:28])[C:10]2[CH:15]=[C:14]([Cl:16])[CH:13]=[CH:12][C:11]=2[NH:17][C:18]([C:20]2[S:21][C:22]([CH:26]=[O:27])=[CH:23][C:24]=2[Cl:25])=[O:19])=[CH:6][CH:7]=1 |f:1.2.3|. Reported procedure: To a solution of N-(4-chlorophenyl)-2-[((5-hydroxymethyl-3-chlorothiophen-2-yl)carbonyl)amino]-5-chlorobenzamide (0.085 g, 0.19 mmol) in DMF (6 mL) was added pyridinium dichromate (PDC) (0.25 g, 0.65 mmol) at ambient temperature. After stirring for 20 hours, water was added and the reaction mixture was extracted with methylene chloride. The combined extracts were dried over Na2SO4, filtered, concentrated in vacuo, and purified by flash chromatography on silica to afford 0.035 g of N-(4-chlorophe... The reactants are CCCC[P+](CCCC)(CCCC)CCCC, [Cl-], Cl[SiH](Cl)Cl, ClCc1ccc(-c2ccccc2)cc1, c1ccccc1. The product is Cl[Si](Cl)(Cl)Cc1ccc(-c2ccccc2)cc1. Reaction SMILES: [CH2:20]([P+:21]([CH2:22][CH2:23][CH2:24][CH3:25])([CH2:26][CH2:27][CH2:28][CH3:29])[CH2:30][CH2:31][CH2:32][CH3:33])[CH2:34][CH2:35][CH3:36].[Cl-:19].[Cl:15][SiH:16]([Cl:17])[Cl:18].[c:1]1(-[c:7]2[cH:8][cH:9][c:10]([CH2:11][Cl:12])[cH:13][cH:14]2)[cH:2][cH:3][cH:4][cH:5][cH:6]1.[cH:37]1[cH:38][cH:39][cH:40][cH:41][cH:42]1>>[c:1]1(-[c:7]2[cH:8][cH:9][c:10]([CH2:11][Si:16]([Cl:15])([Cl:17])[Cl:18])[cH:13][cH:14]2)[cH:2][cH:3][cH:4][cH:5][cH:6]1. Reactants: CC(C)([O-])C.[Na+] (Sodium t-butoxide), C(C)(C)(C)P(C1=C(C=CC=C1)C1=CC=CC=C1)C(C)(C)C (2-(di-t-butylphosphino)biphenyl), BrC1=C(C=C(C=C1)F)F (1-bromo-2,4-difluorobenzene), C(=O)(OC(C)(C)C)N1[C@@H](C[C@@H](C1)N)C(=O)N1CCN(CC1)C ((2S,4S)-1-Boc-4-amino-2-[(4-methylpiperazin-1-yl)carbonyl]pyrrolidine). The reagents and catalysts are C=1C=CC(=CC1)/C=C/C(=O)/C=C/C2=CC=CC=C2.C=1C=CC(=CC1)/C=C/C(=O)/C=C/C2=CC=CC=C2.C=1C=CC(=CC1)/C=C/C(=O)/C=C/C2=CC=CC=C2.[Pd].[Pd] (Tris(dibenzylideneacetone)-dipalladium(0)). The solvent is C1(=CC=CC=C1)C (toluene). Run at temperature 110 celsius, time 10 hour. Yields the product C(=O)(OC(C)(C)C)N1[C@@H](C[C@@H](C1)NC1=C(C=C(C=C1)F)F)C(=O)N1CCN(CC1)C ((2S,4S)-1-Boc-4-[(2,4-difluorophenyl)amino]-2-[(4-methylpiperazin-1-yl)carbonyl]pyrrolidine). Isolated yield 78.0%. As a reaction SMILES: [C:1]([N:8]1[CH2:12][C@@H:11]([NH2:13])[CH2:10][C@H:9]1[C:14]([N:16]1[CH2:21][CH2:20][N:19]([CH3:22])[CH2:18][CH2:17]1)=[O:15])([O:3][C:4]([CH3:7])([CH3:6])[CH3:5])=[O:2].CC(C)([O-])C.[Na+].C(P(C(C)(C)C)C1C=CC=CC=1C1C=CC=CC=1)(C)(C)C.Br[C:51]1[CH:56]=[CH:55][C:54]([F:57])=[CH:53][C:52]=1[F:58]>C1(C)C=CC=CC=1.C1C=CC(/C=C/C(/C=C/C2C=CC=CC=2)=O)=CC=1.C1C=CC(/C=C/C(/C=C/C2C=CC=CC=2)=O)=CC=1.C1C=CC(/C=C/C(/C=C/C2C=CC=CC=2)=O)=CC=1.[Pd].[Pd]>[C:1]([N:8]1[CH2:12][C@@H:11]([NH:13][C:51]2[CH:56]=[CH:55][C:54]([F:57])=[CH:53][C:52]=2[F:58])[CH2:10][C@H:9]1[C:14]([N:16]1[CH2:17][CH2:18][N:19]([CH3:22])[CH2:20][CH2:21]1)=[O:15])([O:3][C:4]([CH3:7])([CH3:6])[CH3:5])=[O:2] |f:1.2,6.7.8.9.10|. Procedure: (2S,4S)-1-Boc-4-amino-2-[(4-methylpiperazin-1-yl)carbonyl]pyrrolidine (10.61 g, 33.96 mmol) obtained in Step C was dissolved in toluene (100 mL). Sodium t-butoxide (3.73 g, 38.81 mmol), 2-(di-t-butylphosphino)biphenyl (863 mg, 2.89 mmol), Tris(dibenzylideneacetone)-dipalladium(0) (1.73 g, 1.93 mmol) and 1-bromo-2,4-difluorobenzene (7.48 g, 38.81 mmol) were added thereto and the reaction solution was stirred for 10 hours at 110° C. After the reaction was completed, solid like material was filtere...